describe an organic reaction: reactants, conditions, products, and yield From a dataset of the Open Reaction Database (ORD), a public repository of structured organic reaction records. Starting materials: OC1=CC2=C(N=C(S2)S(=O)(=O)N)C=C1 (6-hydroxy-2-benzothiazolesulfonamide), C(CCCCCCC)(=O)Cl (octanoyl chloride), ice water, Cl (hydrochloric acid). Reagents/catalysts: CN(C1=CC=NC=C1)C (4-dimethylaminopyridine). The solvent is N1=CC=CC=C1 (pyridine). Conditions: time 2 hour. Product: C(CCCCCCC)(=O)OC1=CC2=C(N=C(S2)S(N)(=O)=O)C=C1 (2-sulfamoyl-6-benzothiazolyl octanoate). RXN SMILES: [OH:1][C:2]1[CH:14]=[CH:13][C:5]2[N:6]=[C:7]([S:9]([NH2:12])(=[O:11])=[O:10])[S:8][C:4]=2[CH:3]=1.[C:15](Cl)(=[O:23])[CH2:16][CH2:17][CH2:18][CH2:19][CH2:20][CH2:21][CH3:22].Cl>CN(C)C1C=CN=CC=1.N1C=CC=CC=1>[C:15]([O:1][C:2]1[CH:14]=[CH:13][C:5]2[N:6]=[C:7]([S:9](=[O:11])(=[O:10])[NH2:12])[S:8][C:4]=2[CH:3]=1)(=[O:23])[CH2:16][CH2:17][CH2:18][CH2:19][CH2:20][CH2:21][CH3:22]. Procedure: To a stirred solution of 6-hydroxy-2-benzothiazolesulfonamide (2.3 g., 0.01 mole) and 4-dimethylaminopyridine (100 mg.) in pyridine (15 ml.) is added octanoyl chloride (1.7 ml.) over a period of 5 minutes. The reaction mixture is stirred 11/2 hours, poured into ice water and dilute hydrochloric acid, extracted into ethylacetate, washed with water, dried over magnesium sulfate and chromatographed on 35 g of silica gel (ethyl acetatehexane 1:1) to give 0.65 g of 2-sulfamoyl-6-benzothiazolyl octano...